Dataset: the Open Reaction Database (ORD), a public repository of structured organic reaction records. Task: describe an organic reaction: reactants, conditions, products, and yield Starting materials: CNN, CSc1nccc(C(=O)Cl)n1, ClCCl. Product: CSc1nccc(C(=O)N(C)N)n1. Reaction SMILES: [CH3:1][NH:2][NH2:3].[CH3:4][S:5][c:6]1[n:7][cH:8][cH:9][c:10]([C:12](=[O:13])[Cl:14])[n:11]1.[Cl:15][CH2:16][Cl:17]>>[CH3:1][N:2]([NH2:3])[C:12]([c:10]1[cH:9][cH:8][n:7][c:6]([S:5][CH3:4])[n:11]1)=[O:13]. Run in O (water), CCOC(=O)C (EtOAc), Cl (HCl), CCOC(=O)C (EtOAc), O (water), O (Water), [Cl-].[Na+].O (brine). Procedure: (E)-ethyl 4-bromobut-2-enoate (160 g, 0.83 mol) and methylene chloride (1.6 L) were introduced into 5 L three-neck flask and stirred for 10 minutes at −10° C. 50% Me2NH (187.1 g, 2.5 eq) was extracted by methylene chloride (1.6 L), and water layer was drained. And then, a solution that Me2NH was dissolved in methylene chloride was slowly added as droplets into the flask for 1 hour. At this time, the internal temperature of the reactor was maintained to be 5° C. or less. After all of Me2NH soluti... Isolated yield 80.0%. Product: Cl.CN(C/C=C/C(=O)OCC)C ((E)-ethyl 4-(dimethylamino)but-2-enoate hydrochloride). Reactants: N(C)C (Me2NH), C(Cl)Cl (methylene chloride), N(C)C (Me2NH), C(Cl)Cl (methylene chloride), [OH-].[Na+] (NaOH), N(C)C (Me2NH), C(Cl)Cl (methylene chloride), BrC/C=C/C(=O)OCC ((E)-ethyl 4-bromobut-2-enoate), C(Cl)Cl (methylene chloride). Conditions: temperature -10 celsius, time 10 minute. Reaction SMILES: Br[CH2:2]/[CH:3]=[CH:4]/[C:5]([O:7][CH2:8][CH3:9])=[O:6].[NH:10]([CH3:12])[CH3:11].[OH-].[Na+].C(Cl)[Cl:16]>O.[Cl-].[Na+].O.CCOC(C)=O.Cl>[ClH:16].[CH3:11][N:10]([CH3:12])[CH2:2]/[CH:3]=[CH:4]/[C:5]([O:7][CH2:8][CH3:9])=[O:6] |f:2.3,6.7.8,11.12|.